Dataset: the Open Reaction Database (ORD), a public repository of structured organic reaction records. Task: describe an organic reaction: reactants, conditions, products, and yield Starting materials: COC=1C(C(=C(C(C1OC)=O)CC1=C(C=CC=C1)C=CC(=O)O)C)=O (3-[2-(5,6-dimethoxy-3-methyl-1,4-benzoquinon-2-ylmethyl)phenyl]acrylic Acid), N1CCSCC1 (thiomorpholine). Product: COC=1C(C(=C(C(C1OC)=O)CC1=C(C=CC=C1)C=CC(=O)N1CCSCC1)C)=O (N-[3-[2-(5,6-dimethoxy-3-methyl-1,4-benzoquinon-2-ylmethyl)phenyl]acryloyl]thiomorpholine). Yield: 39.7%. As a reaction SMILES: [CH3:1][O:2][C:3]1[C:4](=[O:25])[C:5]([CH3:24])=[C:6]([CH2:12][C:13]2[CH:18]=[CH:17][CH:16]=[CH:15][C:14]=2[CH:19]=[CH:20][C:21]([OH:23])=O)[C:7](=[O:11])[C:8]=1[O:9][CH3:10].[NH:26]1[CH2:31][CH2:30][S:29][CH2:28][CH2:27]1>>[CH3:1][O:2][C:3]1[C:4](=[O:25])[C:5]([CH3:24])=[C:6]([CH2:12][C:13]2[CH:18]=[CH:17][CH:16]=[CH:15][C:14]=2[CH:19]=[CH:20][C:21]([N:26]2[CH2:31][CH2:30][S:29][CH2:28][CH2:27]2)=[O:23])[C:7](=[O:11])[C:8]=1[O:9][CH3:10]. Procedure details: 3-[2-(5,6-dimethoxy-3-methyl-1,4-benzoquinon-2-ylmethyl)phenyl]acrylic acid (20 mg, 0.058 mmol) obtained in Example 67 and thiomorpholine (0.009 ml, 0.087 mmol) were used, and a method similar to that described in Example 46 was employed to obtain the title compound (10 mg, 0.023 mmol, yield 40%). The reactants are C1=CC=C2C(=C1)C(=CC=C2O)O (naphthohydroquinone), C(CCCCCCCCC)O (n-decanol), S(O)(O)(=O)=O (sulfuric acid). Solvent: C(C)(=O)OCC.O (ethyl acetate water). Run at temperature 50 celsius, time 30 minute. Yields the product C(CCCCCCCCC)OC1=CC=C(C2=CC=CC=C12)O (4-n-Decyloxy-1-naphthol). RXN SMILES: [CH:1]1[CH:6]=[C:5]2[C:7]([OH:12])=[CH:8][CH:9]=[C:10]([OH:11])[C:4]2=[CH:3][CH:2]=1.[CH2:13](O)[CH2:14][CH2:15][CH2:16][CH2:17][CH2:18][CH2:19][CH2:20][CH2:21][CH3:22].S(=O)(=O)(O)O>C(OCC)(=O)C.O>[CH2:13]([O:12][C:7]1[C:5]2[C:4](=[CH:3][CH:2]=[CH:1][CH:6]=2)[C:10]([OH:11])=[CH:9][CH:8]=1)[CH2:14][CH2:15][CH2:16][CH2:17][CH2:18][CH2:19][CH2:20][CH2:21][CH3:22] |f:3.4|. Reported procedure: 112 g of naphthohydroquinone and 560 ml of n-decanol were placed in a 1 l three-necked flask and 56 ml of concentrated sulfuric acid was dropwisely added thereto for 30 minutes under nitrogen gas stream while stirring. Thereafter, the mixture was further stirred for 30 minutes and, then, heated at 50° C. for 1 hour and 30 minutes. After cooling, ethyl acetate-water was added to the reaction mixture and the precipitated crystals were filtered off. An aqueous sodium hydroxide solution was added to...